From a dataset of the Open Reaction Database (ORD), a public repository of structured organic reaction records. describe an organic reaction: reactants, conditions, products, and yield Reactants: [Si](C)(C)(C(C)(C)C)O[C@H](/C=C/[C@@H]1[C@H](C(C[C@@H]1F)=O)C\C=C/CCCC(=O)OC(C)C)C1CC2=CC=CC=C2C1 ((Z)-isopropyl 7-((1R,2R,3S)-2-((S,E)-3-(tert-butyldimethylsilyloxy)-3-(2,3-dihydro-1H-inden-2-yl)prop-1-enyl)-3-fluoro-5-oxocyclopentyl)hept-5-enoate), CC(=O)OI1(C=2C=CC=CC2C(=O)O1)(OC(=O)C)OC(=O)C (Dess-Martin reagent). The solvent is C(Cl)Cl (DCM). Conditions: time 3 hour. Product: [Si](C)(C)(C(C)(C)C)O[C@H](/C=C/[C@@H]1[C@H](C(C[C@@H]1F)=O)C\C=C/CCCC(=O)O)C1CC2=CC=CC=C2C1 ((Z)-7-((1R,2R,3S)-2-((S,E)-3-(tert-butyldimethylsilyloxy)-3-(2,3-dihydro-1H-inden-2-yl)prop-1-enyl)-3-fluoro-5-oxocyclopentyl)hept-5-enoic acid). Yield: 97.4%. As a reaction SMILES: [Si:1]([O:8][C@@H:9]([CH:31]1[CH2:39][C:38]2[C:33](=[CH:34][CH:35]=[CH:36][CH:37]=2)[CH2:32]1)/[CH:10]=[CH:11]/[C@H:12]1[C@@H:16]([F:17])[CH2:15][C:14](=[O:18])[C@@H:13]1[CH2:19]/[CH:20]=[CH:21]\[CH2:22][CH2:23][CH2:24][C:25]([O:27]C(C)C)=[O:26])([C:4]([CH3:7])([CH3:6])[CH3:5])([CH3:3])[CH3:2].CC(OI1(OC(C)=O)(OC(C)=O)OC(=O)C2C=CC=CC1=2)=O>C(Cl)Cl>[Si:1]([O:8][C@@H:9]([CH:31]1[CH2:32][C:33]2[C:38](=[CH:37][CH:36]=[CH:35][CH:34]=2)[CH2:39]1)/[CH:10]=[CH:11]/[C@H:12]1[C@@H:16]([F:17])[CH2:15][C:14](=[O:18])[C@@H:13]1[CH2:19]/[CH:20]=[CH:21]\[CH2:22][CH2:23][CH2:24][C:25]([OH:27])=[O:26])([C:4]([CH3:7])([CH3:6])[CH3:5])([CH3:3])[CH3:2]. Procedure details: To a stirring mixture consisting of (Z)-isopropyl 7-((1R,2R,3S)-2-((S,E)-3-(tert-butyldimethylsilyloxy)-3-(2,3-dihydro-1H-inden-2-yl)prop-1-enyl)-3-fluoro-5-oxocyclopentyl)hept-5-enoate (prepared in Step L, 580 mg) in DCM (30 mL) at room temperature was added Dess-Martin reagent (1.5 g) and the reaction mixture was stirred for 3 hours. The mixture was concentrated under reduced pressure and the residue was redissolved in diethyl ether. The insoluble materials were removed by filtration. The crud... Reactants: ClC1=CC=C2C(=CC(=NC2=C1)N)N1CCNCC1 (7-chloro-4-(1-piperazinyl)-2-quinolinamine), C(C)N=C=O (ethylisocyanate), C(C)(C)N(CC)C(C)C (diisopropylethyl amine). The product is NC1=NC2=CC(=CC=C2C(=C1)N1CCN(CC1)C(=O)NCC)Cl (4-(2-Amino-7-chloro-4-quinolinyl)-N-ethyl-1-piperazinecarboxamide). As a reaction SMILES: [Cl:1][C:2]1[CH:11]=[C:10]2[C:5]([C:6]([N:13]3[CH2:18][CH2:17][NH:16][CH2:15][CH2:14]3)=[CH:7][C:8]([NH2:12])=[N:9]2)=[CH:4][CH:3]=1.[CH2:19]([N:21]=[C:22]=[O:23])[CH3:20].C(N(C(C)C)CC)(C)C>>[NH2:12][C:8]1[CH:7]=[C:6]([N:13]2[CH2:18][CH2:17][N:16]([C:22]([NH:21][CH2:19][CH3:20])=[O:23])[CH2:15][CH2:14]2)[C:5]2[C:10](=[CH:11][C:2]([Cl:1])=[CH:3][CH:4]=2)[N:9]=1. Procedure details: As described for example 159, 7-chloro-4-(1-piperazinyl)-2-quinolinamine, ethylisocyanate, and diisopropylethyl amine, are reacted to give the product. LC-MS: 333 (M++1). 1H NMR (DMSO-d6): 61.0 (t, 3H), 2.8–3.0 (m, 4H), 3.0–3.14 (q, 2H), 3.45–3.6 (m, 4H), 6.25 (s, 1H), 6.4–6.55 (s, 2H), 6.55–6.65 (m, 1H), 7.1–7.2 (m, 1H), 7.35–7.4 (m, 1H), 7.7–7.8 (d, 1H). Reactants: C1(=CC=CC=C1)C(C#N)(CC1CNCCC1)C1=CC=CC=C1 (α,α-diphenyl-3-piperidinepropanenitrile), ClCCCOC=1C=CC=C2C=CC=NC12 (8-(3-chloropropoxy)quinoline), C([O-])([O-])=O.[K+].[K+] (potassium carbonate), [I-].[K+] (potassium iodide). Run in CO.C(C)(=O)OCC (methanol ethyl acetate), CO.C(C)(=O)OCC (methanol ethyl acetate), C(CCC)O (1-butanol), CO.C(C)(=O)OCC (methanol ethyl acetate), C(Cl)(Cl)Cl (chloroform). The product is O.C1(=CC=CC=C1)C(C#N)(CC1CN(CCC1)CCCOC=1C=CC=C2C=CC=NC12)C1=CC=CC=C1.C1(=CC=CC=C1)C(C#N)(CC1CN(CCC1)CCCOC=1C=CC=C2C=CC=NC12)C1=CC=CC=C1 (α,α-Diphenyl-1-[3-(8-quinolinyloxy)propyl]-3-piperidinepropanenitrile hemihydrate). RXN SMILES: [C:1]1([C:7]([C:17]2[CH:22]=[CH:21][CH:20]=[CH:19][CH:18]=2)([CH2:10][CH:11]2[CH2:16][CH2:15][CH2:14][NH:13][CH2:12]2)[C:8]#[N:9])[CH:6]=[CH:5][CH:4]=[CH:3][CH:2]=1.Cl[CH2:24][CH2:25][CH2:26][O:27][C:28]1[CH:29]=[CH:30][CH:31]=[C:32]2[C:37]=1[N:36]=[CH:35][CH:34]=[CH:33]2.C(=O)([O-])[O-].[K+].[K+].[I-].[K+]>C(O)CCC.C(Cl)(Cl)Cl.CO.C(OCC)(=O)C>[OH2:27].[C:1]1([C:7]([C:17]2[CH:22]=[CH:21][CH:20]=[CH:19][CH:18]=2)([CH2:10][CH:11]2[CH2:16][CH2:15][CH2:14][N:13]([CH2:24][CH2:25][CH2:26][O:27][C:28]3[CH:29]=[CH:30][CH:31]=[C:32]4[C:37]=3[N:36]=[CH:35][CH:34]=[CH:33]4)[CH2:12]2)[C:8]#[N:9])[CH:2]=[CH:3][CH:4]=[CH:5][CH:6]=1.[C:1]1([C:7]([C:17]2[CH:22]=[CH:21][CH:20]=[CH:19][CH:18]=2)([CH2:10][CH:11]2[CH2:16][CH2:15][CH2:14][N:13]([CH2:24][CH2:25][CH2:26][O:27][C:28]3[CH:29]=[CH:30][CH:31]=[C:32]4[C:37]=3[N:36]=[CH:35][CH:34]=[CH:33]4)[CH2:12]2)[C:8]#[N:9])[CH:2]=[CH:3][CH:4]=[CH:5][CH:6]=1 |f:2.3.4,5.6,9.10,11.12.13|. Reported procedure: A mixture of α,α-diphenyl-3-piperidinepropanenitrile (8.12 g, 0.028 mole), 8-(3-chloropropoxy)quinoline (6.18 g, 0.028 mole), and potassium carbonate (5.53 g, 0.04 mole) was heated at reflux overnight in 350 ml of 1-butanol containing potassium iodide (0.3 g). The reaction was filtered and stripped to dryness on a rotary evaporator. The residue obtained was dissolved in chloroform and extracted with 5% sodium hydroxide and water. The chloroform layer was dried over anhydrous sodium sulfate, filt... Reactants: CCCCCC, CCC(C)[BH-](C(C)CC)C(C)CC, CC(=O)C(Cc1ccc(Cl)c(Cl)c1)C(=O)OC(C)(C)C, [Li+], [Na+], C1CCOC1, [OH-], O, OO. Product: CC(O)C(Cc1ccc(Cl)c(Cl)c1)C(=O)OC(C)(C)C. RXN SMILES: [CH3:44][CH2:45][CH2:46][CH2:47][CH2:48][CH3:49].[CH:21]([BH-:22]([CH:23]([CH2:24][CH3:25])[CH3:26])[CH:27]([CH2:28][CH3:29])[CH3:30])([CH2:31][CH3:32])[CH3:33].[Cl:1][c:2]1[cH:3][c:4]([CH2:5][CH:6]([C:7](=[O:8])[O:9][C:10]([CH3:11])([CH3:12])[CH3:13])[C:14](=[O:15])[CH3:16])[cH:17][cH:18][c:19]1[Cl:20].[Li+:34].[Na+:36].[O:39]1[CH2:40][CH2:41][CH2:42][CH2:43]1.[OH-:35].[OH2:50].[OH:37][OH:38]>>[Cl:1][c:2]1[cH:3][c:4]([CH2:5][CH:6]([C:7](=[O:8])[O:9][C:10]([CH3:11])([CH3:12])[CH3:13])[CH:14]([OH:15])[CH3:16])[cH:17][cH:18][c:19]1[Cl:20]. Starting materials: ClCCCCOC=1C=CC2=C(C(OC(N2)=O)(C)C)C1 (6-(4-chlorobutoxy)-4,4-dimethyl-4H-3,1-benzoxazin-2-one), CS (methylmercaptan). Product: CSCCCCOC=1C=CC2=C(C(OC(N2)=O)(C)C)C1 (6-(4-Methylmercapto-butoxy)-4,4-dimethyl-4H-3,1-benzoxazin-2-one). As a reaction SMILES: Cl[CH2:2][CH2:3][CH2:4][CH2:5][O:6][C:7]1[CH:8]=[CH:9][C:10]2[NH:15][C:14](=[O:16])[O:13][C:12]([CH3:18])([CH3:17])[C:11]=2[CH:19]=1.[CH3:20][SH:21]>>[CH3:20][S:21][CH2:2][CH2:3][CH2:4][CH2:5][O:6][C:7]1[CH:8]=[CH:9][C:10]2[NH:15][C:14](=[O:16])[O:13][C:12]([CH3:18])([CH3:17])[C:11]=2[CH:19]=1. Procedure details: Prepared analogously to Example 1 from 6-(4-chlorobutoxy)-4,4-dimethyl-4H-3,1-benzoxazin-2-one and methylmercaptan. Starting materials: [Br-], CCOCC, C[Mg+], CCOC(C)=O, [Cl-], [I-], [NH4+], C1CCOC1, C[N+]1=C(c2ccccc2)c2ccccc2CC1. The product is CN1CCc2ccccc2C1(C)c1ccccc1. RXN SMILES: [Br-:24].[CH3:19][CH2:20][O:21][CH2:22][CH3:23].[CH3:25][Mg+:26].[CH3:34][CH2:35][O:36][C:37](=[O:38])[CH3:39].[Cl-:27].[I-:1].[NH4+:28].[O:29]1[CH2:30][CH2:31][CH2:32][CH2:33]1.[c:2]1([C:8]2=[N+:9]([CH3:18])[CH2:10][CH2:11][c:12]3[cH:13][cH:14][cH:15][cH:16][c:17]32)[cH:3][cH:4][cH:5][cH:6][cH:7]1>>[c:2]1([C:8]2([CH3:19])[N:9]([CH3:18])[CH2:10][CH2:11][c:12]3[cH:13][cH:14][cH:15][cH:16][c:17]32)[cH:3][cH:4][cH:5][cH:6][cH:7]1.